This data is from the Open Reaction Database (ORD), a public repository of structured organic reaction records. The task is: describe an organic reaction: reactants, conditions, products, and yield Reactants: FC1=CC=2C3=C(N(C2C=C1)C1=CC=C(C=C1)F)CCN(C3)C(CCC(O)C3=CC=C(C=C3)F)=O (8-fluoro-5-(p-fluorophenyl)-2-[4-(p-fluorophenyl)-4-hydroxybutyryl]-2,3,4,5-tetrahydro-1H-pyrido[4,3-b]indole), [H-].COCCO[Al+]OCCOC.[Na+].[H-] (sodium bis(2-methoxyethoxy)aluminum hydride), O (water). The solvent is C1(=CC=CC=C1)C (toluene). Yields the product C1=CC(=CC=C1C(CCCN2CCC3=C(C=4C=C(C=CC4N3C=5C=CC(=CC5)F)F)C2)O)F (Flutroline). As a reaction SMILES: [F:1][C:2]1[CH:10]=[CH:9][C:8]2[N:7]([C:11]3[CH:16]=[CH:15][C:14]([F:17])=[CH:13][CH:12]=3)[C:6]3[CH2:18][CH2:19][N:20]([C:22](=O)[CH2:23][CH2:24][CH:25]([C:27]4[CH:32]=[CH:31][C:30]([F:33])=[CH:29][CH:28]=4)[OH:26])[CH2:21][C:5]=3[C:4]=2[CH:3]=1.[H-].COCCO[Al+]OCCOC.[Na+].[H-].O>C1(C)C=CC=CC=1>[CH:28]1[C:27]([CH:25]([OH:26])[CH2:24][CH2:23][CH2:22][N:20]2[CH2:21][C:5]3[C:4]4[CH:3]=[C:2]([F:1])[CH:10]=[CH:9][C:8]=4[N:7]([C:11]4[CH:12]=[CH:13][C:14]([F:17])=[CH:15][CH:16]=4)[C:6]=3[CH2:18][CH2:19]2)=[CH:32][CH:31]=[C:30]([F:33])[CH:29]=1 |f:1.2.3.4|. Reported procedure: A solution of 1.16 g 8-fluoro-5-(p-fluorophenyl)-2-[4-(p-fluorophenyl)-4-hydroxybutyryl]-2,3,4,5-tetrahydro-1H-pyrido[4,3-b]indole (0.0025 mole) in toluene (35 ml) was stirred under nitrogen while 0.0132 mole of sodium bis(2-methoxyethoxy)aluminum hydride (70% in benzene) was added. The resulting mixture was heated on a steam bath one hour, cooled to room temperature and poured into water, and extracted with ethyl acetate. The organic layer was concentrated in vacuo. The resulting residue was ch... Reactants: ClC=1C(=CC(=NC1)F)C1=CN=CC(=N1)NCC1CCOCC1 (6-(5-chloro-2-fluoropyridin-4-yl)-N-((tetrahydro-2H-pyran-4-yl)methyl)pyrazin-2-amine), CS(=O)C (DMSO), N[C@@H]1CC[C@H](CC1)O (trans-4-aminocyclohexanol). The solvent is C(C)(=O)OCC (ethyl acetate). Reaction conditions: temperature 100 celsius, time 18 hour. Product: ClC=1C(=CC(=NC1)N[C@@H]1CC[C@H](CC1)O)C1=NC(=CN=C1)NCC1CCOCC1 (trans-4-(5-chloro-4-(6-((tetrahydro-2H-pyran-4-yl)methyl)aminopyrazin-2-yl)pyridin-2-yl-amino)cyclohexanol). The yield is 55.6%. Reaction SMILES: [Cl:1][C:2]1[C:3]([C:9]2[N:14]=[C:13]([NH:15][CH2:16][CH:17]3[CH2:22][CH2:21][O:20][CH2:19][CH2:18]3)[CH:12]=[N:11][CH:10]=2)=[CH:4][C:5](F)=[N:6][CH:7]=1.CS(C)=O.[NH2:27][C@H:28]1[CH2:33][CH2:32][C@H:31]([OH:34])[CH2:30][CH2:29]1>C(OCC)(=O)C>[Cl:1][C:2]1[C:3]([C:9]2[CH:10]=[N:11][CH:12]=[C:13]([NH:15][CH2:16][CH:17]3[CH2:22][CH2:21][O:20][CH2:19][CH2:18]3)[N:14]=2)=[CH:4][C:5]([NH:27][C@H:28]2[CH2:33][CH2:32][C@H:31]([OH:34])[CH2:30][CH2:29]2)=[N:6][CH:7]=1. Procedure: A mixture of 6-(5-chloro-2-fluoropyridin-4-yl)-N-((tetrahydro-2H-pyran-4-yl)methyl)pyrazin-2-amine (375 mg, 1.162 mmol), DMSO (3.5 ml) and trans-4-aminocyclohexanol (1204 mg, 10.46 mmol) was stirred at 100° C. for 18 hours and the progress was followed by LCMS. The reaction mixture was let cool, added 300 ml of ethyl acetate, washed with saturated sodium bicarbonate solution (3×), water (2×), saturated salt solution (1×), dried with sodium sulfate, filtered and concentrated to crude solid. The c... Reactants: ice, Cl (HCl), [OH-].[Na+] (NaOH), C(C1=CC=CC=C1)C=1C(=C(C=CC1)OC1=C(C(=CC=C1)CC1=CC=CC=C1)[N+](=O)[O-])[N+](=O)[O-] (benzyl-2-nitrophenyl ether), C1(=CC=CC=C1)SCC#N ((phenylthio)acetonitrile). Run in CS(=O)C (DMSO), CS(=O)C (DMSO). Run at time 25 minute. Product: C(C1=CC=CC=C1)OC=1C=C(C=CC1[N+](=O)[O-])CC#N ((3-Benzyloxy-4-nitrophenyl)acetonitrile). Reaction SMILES: [OH-].[Na+].C([C:10]1[C:11]([N+:33]([O-:35])=[O:34])=[C:12]([O:16][C:17]2[CH:22]=[CH:21][CH:20]=[C:19]([CH2:23][C:24]3C=CC=CC=3)C=2[N+]([O-])=O)[CH:13]=[CH:14][CH:15]=1)C1C=CC=CC=1.C1(S[CH2:43][C:44]#[N:45])C=CC=CC=1.Cl>CS(C)=O>[CH2:17]([O:16][C:12]1[CH:13]=[C:14]([CH2:43][C:44]#[N:45])[CH:15]=[CH:10][C:11]=1[N+:33]([O-:35])=[O:34])[C:22]1[CH:21]=[CH:20][CH:19]=[CH:23][CH:24]=1 |f:0.1|. Procedure details: To a suspension of NaOH (68.44 g 1.71 mol, Aldrich, 20-40 mesh beads) in 171 mL of DMSO a solution of benzyl-2-nitrophenyl ether (39.23 g, 0.171 mol) and (phenylthio)acetonitrile (25.54 g, 0.171 mol, Lancaster) in 171 mL of DMSO was added dropwise for 10 min and stirred at r.t. for another 25 min. A mixture of 430 g of ice and 430 g of conc. HCl was added. The product precipitated and crystallized. The reaction mixture was cooled down in a refrigerator and filtered. The precipitate was dried on ... Run in O1CCCC1 (tetrahydrofuran), O1CCCC1 (tetrahydrofuran). The reactants are C(C)(C)NC(C)C (diisopropylamine), [Li]CCCC (n-BuLi), BrC=1C=C(C=NC1)C(C(=O)O)C (2-(5-bromopyridin-3-yl)propanoic acid), FC1=C(C=O)C=C(C=C1)F (2,5-difluorobenzaldehyde). Product: BrC=1C=C(C=NC1)C(C(=O)O)(C(O)C1=C(C=CC(=C1)F)F)C (2-(5-Bromopyridin-3-yl)-3-(2,5-difluorophenyl)-3-hydroxy-2-methylpropanoic acid). Conditions: temperature -15 celsius, time 10 minute. Reaction SMILES: C(NC(C)C)(C)C.[Li]CCCC.[Br:13][C:14]1[CH:15]=[C:16]([CH:20]([CH3:24])[C:21]([OH:23])=[O:22])[CH:17]=[N:18][CH:19]=1.[F:25][C:26]1[CH:33]=[CH:32][C:31]([F:34])=[CH:30][C:27]=1[CH:28]=[O:29]>O1CCCC1>[Br:13][C:14]1[CH:15]=[C:16]([C:20]([CH3:24])([CH:28]([C:27]2[CH:30]=[C:31]([F:34])[CH:32]=[CH:33][C:26]=2[F:25])[OH:29])[C:21]([OH:23])=[O:22])[CH:17]=[N:18][CH:19]=1. Procedure details: In a flame dried flask under nitrogen was added diisopropylamine (0.976 mL, 6.85 mmol), tetrahydrofuran (4 mL) and the vessel was cooled to −78° C. n-BuLi (2.74 mL, 6.85 mmol) was added dropwise and after 10 min, the reaction was warmed to −15° C. and held there for 10 min before recooling to −78° C. 2-(5-bromopyridin-3-yl)propanoic acid (750 mg, 3.26 mmol) held in a flame dried flask was dissolved in tetrahydrofuran (4 mL) and added dropwise to the preformed LDA resulting in a kool-aid orange s... The reactants are FC1=CC=C(C=C1)N1N=CC2=CC(=CC=C12)O[C@@H]([C@H](C)N)C1=CC(=CC=C1)OC ((1R,2S)-1-{[1-(4-fluorophenyl)-1H-indazol-5-yl]oxy}-1-(3-methoxyphenyl)propan-2-amine), N1C(=NC2=C1C=CC=C2)C(=O)O (1H-benzo[d]imidazole-2-carboxylic acid). Yields the product FC1=CC=C(C=C1)N1N=CC2=CC(=CC=C12)O[C@@H]([C@H](C)NC(=O)C1=NC2=C(N1)C=CC=C2)C2=CC(=CC=C2)OC (N-[(1R,2S)-1-[1-(4-fluorophenyl)indazol-5-yl]oxy-1-(3-methoxyphenyl)propan-2yl]-1H-benzoimidazole-2-carboxamide). RXN SMILES: [F:1][C:2]1[CH:7]=[CH:6][C:5]([N:8]2[C:16]3[C:11](=[CH:12][C:13]([O:17][C@H:18]([C:22]4[CH:27]=[CH:26][CH:25]=[C:24]([O:28][CH3:29])[CH:23]=4)[C@@H:19]([NH2:21])[CH3:20])=[CH:14][CH:15]=3)[CH:10]=[N:9]2)=[CH:4][CH:3]=1.[NH:30]1[C:34]2[CH:35]=[CH:36][CH:37]=[CH:38][C:33]=2[N:32]=[C:31]1[C:39](O)=[O:40]>>[F:1][C:2]1[CH:3]=[CH:4][C:5]([N:8]2[C:16]3[C:11](=[CH:12][C:13]([O:17][C@H:18]([C:22]4[CH:27]=[CH:26][CH:25]=[C:24]([O:28][CH3:29])[CH:23]=4)[C@@H:19]([NH:21][C:39]([C:31]4[NH:30][C:34]5[CH:35]=[CH:36][CH:37]=[CH:38][C:33]=5[N:32]=4)=[O:40])[CH3:20])=[CH:14][CH:15]=3)[CH:10]=[N:9]2)=[CH:6][CH:7]=1. Procedure details: Prepared as described in Example 269 from (1R,2S)-1-(1-(4-fluorophenyl)-1H-indazol-5-yloxy)-1-(3-methoxyphenyl)propan-2-amine (6a, 50 mg, 0.13 mmol) and 1H-benzo[d]imidazole-2-carboxylic acid (24 mg, 0.15 mmol). Reactants: [H-].[Na+] (sodium hydride), C(CC)C=1NC=CN1 (2-propylimidazole), S(=O)(=O)(OC[C@H]1CN([C@@H]2CC3=CNC4=CC=CC([C@H]2C1)=C34)C)C3=CC=C(C)C=C3 (6-methylergolin-8β-ylmethyl tosylate). Run in CN(C=O)C (dimethylformamide). Reaction conditions: time 30 minute. Yields the product CN1C[C@@H](C[C@@H]2C=3C=CC=C4NC=C(C[C@@H]12)C34)CN3C(=NC=C3)CCC (1-(6-Methylergolin-8β-ylmethyl)-2-propylimidazole). Isolated yield 47.1%. Reaction SMILES: [H-].[Na+].[CH2:3]([C:6]1[NH:7][CH:8]=[CH:9][N:10]=1)[CH2:4][CH3:5].S(C1C=CC(C)=CC=1)(O[CH2:15][C@@H:16]1[CH2:30][C@H:29]2[C@@H:19]([CH2:20][C:21]3[C:31]4[C:24](=[CH:25][CH:26]=[CH:27][C:28]2=4)[NH:23][CH:22]=3)[N:18]([CH3:32])[CH2:17]1)(=O)=O>CN(C)C=O>[CH3:32][N:18]1[C@H:19]2[C@@H:29]([C:28]3[CH:27]=[CH:26][CH:25]=[C:24]4[C:31]=3[C:21]([CH2:20]2)=[CH:22][NH:23]4)[CH2:30][C@@H:16]([CH2:15][N:7]2[CH:8]=[CH:9][N:10]=[C:6]2[CH2:3][CH2:4][CH3:5])[CH2:17]1 |f:0.1|. Procedure: 0.68 g of 50% sodium hydride in an oil was added in small portions to a mixture of 2.1 g of 2-propylimidazole and 50 ml of dimethylformamide, and the resulting mixture was stirred for 30 minutes. 2.0 g of 6-methylergolin-8β-ylmethyl tosylate was added to the mixture which was then heated on a water bath for 2.5 hours. The solvent was distilled off under reduced pressure, and the residue was purified by alumina column chromatography (eluted with ethyl acetate:benzene=1:2, and then with ethyl acet...